This data is from the Open Reaction Database (ORD), a public repository of structured organic reaction records. The task is: describe an organic reaction: reactants, conditions, products, and yield Starting materials: ClC=1N=C(NC1CC)C(=O)N[C@@H]1[C@@H](CN(CC1)C=1SC(=C(N1)C(=O)O)C(=O)OCC)OCC (cis(±)-2-(4-{[(4-chloro-5-ethyl-1H-imidazol-2-yl)carbonyl]amino}-3-ethoxypiperidin-1-yl)-5-(ethoxycarbonyl)-1,3-thiazole-4-carboxylic acid), ON1N=NC2=C1C=CC=C2 (1-hydroxybenzotriazole), C(C)(C)N (isopropylamine), CCN=C=NCCCN(C)C.Cl (WSC hydrochloride). The product is ClC=1N=C(NC1CC)C(=O)N[C@@H]1[C@@H](CN(CC1)C=1SC(=C(N1)C(NC(C)C)=O)C(=O)OCC)OCC (Ethyl cis(±)-2-(4-{[(4-chloro-5-ethyl-1H-imidazol-2-yl)carbonyl]amino}-3-ethoxypiperidin-1-yl)-4-(isopropylcarbamoyl)-1,3-thiazole-5-carboxylate). Isolated yield 74.2%. Reaction SMILES: [Cl:1][C:2]1[N:3]=[C:4]([C:9]([NH:11][C@H:12]2[CH2:17][CH2:16][N:15]([C:18]3[S:19][C:20]([C:26]([O:28][CH2:29][CH3:30])=[O:27])=[C:21]([C:23](O)=[O:24])[N:22]=3)[CH2:14][C@H:13]2[O:31][CH2:32][CH3:33])=[O:10])[NH:5][C:6]=1[CH2:7][CH3:8].[CH:34]([NH2:37])([CH3:36])[CH3:35].CCN=C=NCCCN(C)C.Cl.ON1C2C=CC=CC=2N=N1>>[Cl:1][C:2]1[N:3]=[C:4]([C:9]([NH:11][C@H:12]2[CH2:17][CH2:16][N:15]([C:18]3[S:19][C:20]([C:26]([O:28][CH2:29][CH3:30])=[O:27])=[C:21]([C:23](=[O:24])[NH:37][CH:34]([CH3:36])[CH3:35])[N:22]=3)[CH2:14][C@H:13]2[O:31][CH2:32][CH3:33])=[O:10])[NH:5][C:6]=1[CH2:7][CH3:8] |f:2.3|. Procedure details: The same operation as in Example (247a) was performed using cis(±)-2-(4-{[(4-chloro-5-ethyl-1H-imidazol-2-yl)carbonyl]amino}-3-ethoxypiperidin-1-yl)-5-(ethoxycarbonyl)-1,3-thiazole-4-carboxylic acid obtained in Example (50a) (300 mg, 0.60 mmol), isopropylamine (0.10 mL, 1.20 mmol), WSC hydrochloride (345 mg, 1.80 mmol) and 1-hydroxybenzotriazole (81 mg, 0.60 mmol), to obtain 241 mg of the title compound as a white solid (74%).